This data is from the Open Reaction Database (ORD), a public repository of structured organic reaction records. The task is: describe an organic reaction: reactants, conditions, products, and yield Starting materials: NaCI, [Na] (sodium), C(C)O (ethanol), CS(=O)(=O)C1=NSC(=N1)N1CCNCC1 (1-(3-methanesulfonyl-[1,2,4]-thiadiazol-5-yl)piperazine), [Na] (sodium). Conditions: temperature 50 celsius. Yields the product COC1=NSC(=N1)N1CCNCC1 (1-(3-methoxy-[1,2,4]-thiadiazol-5-yl)piperazine). Isolated yield 77.0%. Reaction SMILES: [Na].CS([C:6]1[N:10]=[C:9]([N:11]2[CH2:16][CH2:15][NH:14][CH2:13][CH2:12]2)[S:8][N:7]=1)(=O)=O.[CH2:17]([OH:19])C>>[CH3:17][O:19][C:6]1[N:10]=[C:9]([N:11]2[CH2:16][CH2:15][NH:14][CH2:13][CH2:12]2)[S:8][N:7]=1 |^1:0|. Procedure: 100 mg (4.0 mmol) of sodium were added to ethanol (20 ml). After reaction of the sodium was complete, 500 mg (2.0 mmol) of 1-(3-methanesulfonyl-[1,2,4]-thiadiazol-5-yl)piperazine were added and the mixture was subsequently stirred at 50° C. 2 h. The cooled reaction solution was poured into a satd aq. NaCI soln cooled to 0° C. This mixture was extracted with EA. The organic phase was dried over MgSO4, filtered and concentrated in vacuo. 310 mg (1.54 mmol, 77%) of 1-(3-methoxy-[1,2,4]-thiadiazol-5... Procedure details: The title compound was prepared following the procedure described for 6a using 5b and 2-methylpiperazine instead of 5a and piperazine respectively. 1H-NMR (DMSO-d6) δ (ppm): 1.07 (3H, d, J=6.87 Hz), 2.78 (3H, m), 3.00 (2H, m), 4.31 (2H, m), 7.14 (2H, m), 7.83 (2H, m), 8.22 (1H, dt, J=7.96, 7.64 Hz), 8.49 (2H, m). m/z 362.4 (MH+). Starting materials: C1(=CC=CC=C1)N1N=C2C(=CNC=3C=CC(=NC23)N2CCNCC2)C1=O (2-Phenyl-8-(piperazin-1-yl)-2,5-dihydro-pyrazolo[4,3-c][1,5]naphthyridin-3-one), N1CCNCC1 (piperazine), FC1=NC=2C=3C(=CNC2C=C1)C(N(N3)C3=NC=CC=C3)=O (8-Fluoro-2-pyridin-2-yl-2,5-dihydro-pyrazolo[4,3-c][1,5]naphthyridin-3-one), CC1NCCNC1 (2-methylpiperazine). Yields the product CC1CN(CCN1)C1=NC=2C=3C(=CNC2C=C1)C(N(N3)C3=NC=CC=C3)=O (8-(3-Methyl-piperazin-1-yl)-2-pyridin-2-yl-2,5-dihydro-pyrazolo[4,3-c][1,5]naphthyridin-3-one). Reaction SMILES: C1(N2C(=O)C3=CNC4C=CC(N5CCNCC5)=NC=4C3=N2)C=CC=CC=1.F[C:28]1[CH:37]=[CH:36][C:35]2[NH:34][CH:33]=[C:32]3[C:38](=[O:47])[N:39]([C:41]4[CH:46]=[CH:45][CH:44]=[CH:43][N:42]=4)[N:40]=[C:31]3[C:30]=2[N:29]=1.[CH3:48][CH:49]1[CH2:54][NH:53][CH2:52][CH2:51][NH:50]1.N1CCNCC1>>[CH3:48][CH:49]1[NH:50][CH2:51][CH2:52][N:53]([C:28]2[CH:37]=[CH:36][C:35]3[NH:34][CH:33]=[C:32]4[C:38](=[O:47])[N:39]([C:41]5[CH:46]=[CH:45][CH:44]=[CH:43][N:42]=5)[N:40]=[C:31]4[C:30]=3[N:29]=2)[CH2:54]1.